From a dataset of the Open Reaction Database (ORD), a public repository of structured organic reaction records. describe an organic reaction: reactants, conditions, products, and yield Reactants: C(C)OC(=O)C=1N(N=NC1C1=NC=C(C=C1)F)C[Si](C)(C)C (5-(5-fluoro-pyridin-2-yl)-3-trimethylsilanylmethyl-3H-[1,2,3]triazole-4-carboxylic acid ethyl ester), sodiumdihydro-bis(2-methoxyethoxy)aluminate, [OH-].[Na+] (NaOH). Solvent: C1(=CC=CC=C1)C (toluene). Run at time 16 hour. Product: FC=1C=CC(=NC1)C1=C(N(N=N1)C[Si](C)(C)C)CO ([5-(5-Fluoro-pyridin-2-yl)-3-trimethylsilanylmethyl-3H-[1,2,3]triazol-4-yl]-methanol). Isolated yield 95.7%. Reaction SMILES: C([O:3][C:4]([C:6]1[N:7]([CH2:18][Si:19]([CH3:22])([CH3:21])[CH3:20])[N:8]=[N:9][C:10]=1[C:11]1[CH:16]=[CH:15][C:14]([F:17])=[CH:13][N:12]=1)=O)C.[OH-].[Na+]>C1(C)C=CC=CC=1>[F:17][C:14]1[CH:15]=[CH:16][C:11]([C:10]2[N:9]=[N:8][N:7]([CH2:18][Si:19]([CH3:20])([CH3:21])[CH3:22])[C:6]=2[CH2:4][OH:3])=[N:12][CH:13]=1 |f:1.2|. Procedure: To a solution of 5-(5-fluoro-pyridin-2-yl)-3-trimethylsilanylmethyl-3H-[1,2,3]triazole-4-carboxylic acid ethyl ester (530 mg, 1.64 mmol) in toluene (15 mL) at −7° C. was added sodiumdihydro-bis(2-methoxyethoxy)aluminate (705 μL, 2.47 mmol) and the reaction mixture was stirred at room temperature for 16 h. The mixture was then cooled with ice and NaOH (1 N, 3.3 mL) and extracted with ethyl acetate and the combined organic extracts washed with brine, dried over sodium sulphate, filtered and evapor... Reactants: ClCCl, CNOC, CCN(C(C)C)C(C)C, [Cl-], O=C(Cl)C(=O)Cl, Cl, CC(C)(C(=O)O)C(F)(F)F, CN(C)C=O. The product is CON(C)C(=O)C(C)(C)C(F)(F)F. RXN SMILES: [CH2:32]([Cl:33])[Cl:34].[CH3:18][NH:19][O:20][CH3:21].[CH:22]([N:23]([CH2:24][CH3:25])[CH:26]([CH3:27])[CH3:28])([CH3:29])[CH3:30].[Cl-:31].[Cl:11][C:12]([C:13]([Cl:14])=[O:15])=[O:16].[ClH:17].[F:1][C:2]([C:3]([C:4](=[O:5])[OH:6])([CH3:7])[CH3:8])([F:9])[F:10].[O:35]=[CH:36][N:37]([CH3:38])[CH3:39]>>[F:1][C:2]([C:3]([C:4](=[O:5])[N:19]([CH3:18])[O:20][CH3:21])([CH3:7])[CH3:8])([F:9])[F:10].